This data is from the Open Reaction Database (ORD), a public repository of structured organic reaction records. The task is: describe an organic reaction: reactants, conditions, products, and yield Reactants: O.NN (Hydrazine hydrate), C(C)(=O)NC=1C=CC(=C(C(=O)CCC(=O)OC)C1)OCC(CNC(C)(C)C)O (methyl 3-[5-acetamido-2-(3-t-butylamino-2-hydroxypropoxy)benzoyl]propionate). The solvent is C(C)(=O)O (acetic acid). Product: C(C)(=O)NC=1C=CC(=C(C1)C=1CCC(NN1)=O)OCC(CNC(C)(C)C)O (6-[5-acetamido-2-(3-t-butylamino-2-hydroxypropoxy)phenyl]-4,5-dihydro-3(2H)-pyridazinone). Reaction SMILES: O.[NH2:2][NH2:3].[C:4]([NH:7][C:8]1[CH:9]=[CH:10][C:11]([O:22][CH2:23][CH:24]([OH:31])[CH2:25][NH:26][C:27]([CH3:30])([CH3:29])[CH3:28])=[C:12]([CH:21]=1)[C:13]([CH2:15][CH2:16][C:17](OC)=[O:18])=O)(=[O:6])[CH3:5]>C(O)(=O)C>[C:4]([NH:7][C:8]1[CH:9]=[CH:10][C:11]([O:22][CH2:23][CH:24]([OH:31])[CH2:25][NH:26][C:27]([CH3:30])([CH3:29])[CH3:28])=[C:12]([C:13]2[CH2:15][CH2:16][C:17](=[O:18])[NH:2][N:3]=2)[CH:21]=1)(=[O:6])[CH3:5] |f:0.1|. Procedure: Hydrazine hydrate (0.0785 ml, 0.00157 mole) was added to a stirred solution of methyl 3-[5-acetamido-2-(3-t-butylamino-2-hydroxypropoxy)benzoyl]propionate (0.21 g, 0.0005 mole) in glacial acetic acid (2 ml) and the solution was heated under reflux for 90 minutes. The residue after evaporation was treated with an excess of sodium bicarbonate solution and the solution evaporated to dryness under reduced pressure. The residue was extracted with dichloromethane and the dried extract evaporated to dr...